This data is from the Open Reaction Database (ORD), a public repository of structured organic reaction records. The task is: describe an organic reaction: reactants, conditions, products, and yield Starting materials: C(C)(C)N(C(C)C)CC (N,N-Diisopropylethylamine), C(C=C)(=O)Cl (acryloyl chloride), COCCN (2-methoxyethylamine). The solvent is ClCCl (dichloromethane). Conditions: time 2 minute. Yields the product COCCNC(C=C)=O (N-(2-Methoxyethyl)acrylamide). RXN SMILES: C(N(CC)C(C)C)(C)C.[C:10](Cl)(=[O:13])[CH:11]=[CH2:12].[CH3:15][O:16][CH2:17][CH2:18][NH2:19]>ClCCl>[CH3:15][O:16][CH2:17][CH2:18][NH:19][C:10](=[O:13])[CH:11]=[CH2:12]. Reported procedure: N,N-Diisopropylethylamine (3.21 g, 25 mmol) was added to a stirred, ice-cooled solution of acryloyl chloride (2.25 g, 25 mmol) in dichloromethane (30 ml) under nitrogen followed, 2 minutes later, by 2-methoxyethylamine (1.92 g, 25.6 mmol) added dropwise over 1 hour. The cooling bath was removed, then the reaction mixture stirred for 18 hours at room temperature and washed twice with water. The combined aqueous washings were saturated with sodium chloride and exhaustively extracted with dichlorom... The reactants are CC1=[N+](C2=CC=CC=C2[N+](=C1)[O-])[O-] (2-methyl quinoxaline 1,4-dioxide), BrBr (bromine). Run in CO (methanol). Reaction conditions: time 1 hour. Product: BrCC1=[N+](C2=CC=CC=C2[N+](=C1)[O-])[O-] (2- Bromomethyl-Quinoxaline-1,4-Dioxide). The yield is 32.0%. As a reaction SMILES: [CH3:1][C:2]1[CH:11]=[N+:10]([O-:12])[C:9]2[C:4](=[CH:5][CH:6]=[CH:7][CH:8]=2)[N+:3]=1[O-:13].[Br:14]Br>CO>[Br:14][CH2:1][C:2]1[CH:11]=[N+:10]([O-:12])[C:9]2[C:4](=[CH:5][CH:6]=[CH:7][CH:8]=2)[N+:3]=1[O-:13]. Procedure: To a thick slurry of 106 g. (0.6 mole) of 2-methyl quinoxaline 1,4-dioxide in 400 ml of methanol was added with stirring over a period of 1 hour, 96 g. (0.6 mole) of bromine. The reaction was then stirred for 5 days at room temperature. The reaction mixture was filtered and the collected yellow solid was washed with 200 ml. of ether. This solid was air dried to obtain 50 g. (32percent yield of the title compound, mp-158°-159°. Reactants: C(C)(=O)O (acetic acid), O (water), CC(=O)C (acetone), C1(=CC=CC=C1)C (toluene). The solvent is C(C)(=O)OCC (ethyl acetate), C(C)OC(C)=O (ethylacetate). The product is OC(C(=O)O)CCCCCCCC (2-hydroxydecanoic acid). As a reaction SMILES: [C:1]([OH:4])(=[O:3])[CH3:2].[OH2:5].[CH3:6][C:7]([CH3:9])=O.[C:10]1(C)C=[CH:14][CH:13]=[CH:12][CH:11]=1>C(OCC)(=O)C>[OH:5][CH:2]([CH2:6][CH2:7][CH2:9][CH2:10][CH2:11][CH2:12][CH2:13][CH3:14])[C:1]([OH:4])=[O:3]. Reported procedure: Either of the diastereomeric salts so formed may then be reacted with a mineral or organic acid (e.g., sulfuric or acetic acid) in an inert solvent such as ethylacetate, water, acetone or toluene, preferably ethyl acetate, to yield the pure enantiomer of 2-hydroxydecanoic acid having the same stereochemistry at the carbon alpha to the carbonyl group (e.g., VII→VIII in scheme 2). The reaction temperature may range from about -78° C. to about 100° C., but is preferably about room temperature. Eith... The reactants are O=C([O-])[O-], CCC(C)=O, COC(=O)C1Sc2cc(OC)ccc2OCC1=O, [I-], [K+], [K+], [K+], ClCCCN1CCN(c2ccccc2)CC1. The product is COC(=O)C1(CCCN2CCN(c3ccccc3)CC2)Sc2cc(OC)ccc2OCC1=O. Reaction SMILES: [C:35](=[O:36])([O-:37])[O-:38].[CH2:43]([C:44]([CH3:45])=[O:46])[CH3:47].[CH3:1][O:2][c:3]1[cH:4][cH:5][c:6]2[c:7]([cH:18]1)[S:8][CH:9]([C:14](=[O:15])[O:16][CH3:17])[C:10](=[O:13])[CH2:11][O:12]2.[I-:42].[K+:39].[K+:40].[K+:41].[c:19]1([N:25]2[CH2:26][CH2:27][N:28]([CH2:31][CH2:32][CH2:33][Cl:34])[CH2:29][CH2:30]2)[cH:20][cH:21][cH:22][cH:23][cH:24]1>>[CH3:1][O:2][c:3]1[cH:4][cH:5][c:6]2[c:7]([cH:18]1)[S:8][C:9]([C:14](=[O:15])[O:16][CH3:17])([CH2:33][CH2:32][CH2:31][N:28]1[CH2:27][CH2:26][N:25]([c:19]3[cH:20][cH:21][cH:22][cH:23][cH:24]3)[CH2:30][CH2:29]1)[C:10](=[O:13])[CH2:11][O:12]2. Reactants: CCOC(=O)C1(c2ccc(B3OC(C)(C)C(C)(C)O3)cc2)CC1, Cc1ccccc1C(C)OC(=O)Nc1c(C)noc1-c1ccc(Br)cc1, c1ccc(P(c2ccccc2)(c2ccccc2)[Pd](P(c2ccccc2)(c2ccccc2)c2ccccc2)(P(c2ccccc2)(c2ccccc2)c2ccccc2)P(c2ccccc2)(c2ccccc2)c2ccccc2)cc1. The product is CCOC(=O)C1(c2ccc(-c3ccc(-c4onc(C)c4NC(=O)OC(C)c4ccccc4C)cc3)cc2)CC1. RXN SMILES: [CH2:27]([CH3:28])[O:29][C:30](=[O:31])[C:32]1([c:35]2[cH:36][cH:37][c:38]([B:41]3[O:42][C:43]([CH3:44])([CH3:45])[C:46]([CH3:47])([CH3:48])[O:49]3)[cH:39][cH:40]2)[CH2:33][CH2:34]1.[c:1]1([CH3:26])[c:2]([CH:7]([CH3:8])[O:9][C:10]([NH:11][c:12]2[c:13]([CH3:24])[n:14][o:15][c:16]2-[c:17]2[cH:18][cH:19][c:20]([Br:23])[cH:21][cH:22]2)=[O:25])[cH:3][cH:4][cH:5][cH:6]1.[cH:50]1[cH:51][cH:52][c:53]([P:54]([Pd:55]([P:56]([c:57]2[cH:58][cH:59][cH:60][cH:61][cH:62]2)([c:63]2[cH:64][cH:65][cH:66][cH:67][cH:68]2)[c:69]2[cH:70][cH:71][cH:72][cH:73][cH:74]2)([P:75]([c:76]2[cH:77][cH:78][cH:79][cH:80][cH:81]2)([c:82]2[cH:83][cH:84][cH:85][cH:86][cH:87]2)[c:88]2[cH:89][cH:90][cH:91][cH:92][cH:93]2)[P:94]([c:95]2[cH:96][cH:97][cH:98][cH:99][cH:100]2)([c:101]2[cH:102][cH:103][cH:104][cH:105][cH:106]2)[c:107]2[cH:108][cH:109][cH:110][cH:111][cH:112]2)([c:113]2[cH:114][cH:115][cH:116][cH:117][cH:118]2)[c:119]2[cH:120][cH:121][cH:122][cH:123][cH:124]2)[cH:125][cH:126]1>>[c:1]1([CH3:26])[c:2]([CH:7]([CH3:8])[O:9][C:10]([NH:11][c:12]2[c:13]([CH3:24])[n:14][o:15][c:16]2-[c:17]2[cH:18][cH:19][c:20](-[c:38]3[cH:37][cH:36][c:35]([C:32]4([C:30]([O:29][CH2:27][CH3:28])=[O:31])[CH2:33][CH2:34]4)[cH:40][cH:39]3)[cH:21][cH:22]2)=[O:25])[cH:3][cH:4][cH:5][cH:6]1. Reactants: N1N=NN=C1C=1C=C(C=CC1)NC(=O)C1NC(C(C1C1=C(C(=CC=C1)Cl)C)(C#N)C1=C(C=C(C=C1)Cl)F)CC(C)(C)C (rac (2R,3R,4R,5S)-4-(4-Chloro-2-fluoro-phenyl)-3-(3-chloro-2-methyl-phenyl)-4-cyano-5-(2,2-dimethyl-propyl)-pyrrolidine-2-carboxylic acid [3-(1H-tetrazol-5-yl)-phenyl]-amide), C([O-])(O)=O.[Na+] (sodium bicarbonate), S(=O)(=O)(OC)OC (dimethyl sulfate). Solvent: CC(=O)C (acetone). Reaction conditions: time 5 hour. The product is CN1N=NN=C1C=1C=C(C=CC1)NC(=O)C1NC(C(C1C1=C(C(=CC=C1)Cl)C)(C#N)C1=C(C=C(C=C1)Cl)F)CC(C)(C)C (rac (2R,3R,4R,5S)-4-(4-Chloro-2-fluoro-phenyl)-3-(3-chloro-2-methyl-phenyl)-4-cyano-5-(2,2-dimethyl-propyl)-pyrrolidine-2-carboxylic acid [3-(1-methyl-1H-tetrazol-5-yl)-phenyl]-amide). Isolated yield 11.2%. As a reaction SMILES: [NH:1]1[C:5]([C:6]2[CH:7]=[C:8]([NH:12][C:13]([CH:15]3[CH:19]([C:20]4[CH:25]=[CH:24][CH:23]=[C:22]([Cl:26])[C:21]=4[CH3:27])[C:18]([C:30]4[CH:35]=[CH:34][C:33]([Cl:36])=[CH:32][C:31]=4[F:37])([C:28]#[N:29])[CH:17]([CH2:38][C:39]([CH3:42])([CH3:41])[CH3:40])[NH:16]3)=[O:14])[CH:9]=[CH:10][CH:11]=2)=[N:4][N:3]=[N:2]1.[C:43](=O)(O)[O-].[Na+].S(OC)(OC)(=O)=O>CC(C)=O>[CH3:43][N:4]1[C:5]([C:6]2[CH:7]=[C:8]([NH:12][C:13]([CH:15]3[CH:19]([C:20]4[CH:25]=[CH:24][CH:23]=[C:22]([Cl:26])[C:21]=4[CH3:27])[C:18]([C:30]4[CH:35]=[CH:34][C:33]([Cl:36])=[CH:32][C:31]=4[F:37])([C:28]#[N:29])[CH:17]([CH2:38][C:39]([CH3:42])([CH3:41])[CH3:40])[NH:16]3)=[O:14])[CH:9]=[CH:10][CH:11]=2)=[N:1][N:2]=[N:3]1 |f:1.2|. Reported procedure: To a stirred solution of rac (2R,3R,4R,5S)-4-(4-Chloro-2-fluoro-phenyl)-3-(3-chloro-2-methyl-phenyl)-4-cyano-5-(2,2-dimethyl-propyl)-pyrrolidine-2-carboxylic acid [3-(1H-tetrazol-5-yl)-phenyl]-amide (44 mg, 0.172 mmol) in acetone (5 mL), sodium bicarbonate (84 mg, 1 mmol) and dimethyl sulfate (30 uL, 0.22 mmol) was added and the mixture was stirred at rt for 5 hrs. The solvent was removed and the residue was suspended in 3 mL of methylene chloride. The mixture was filtered and the filtrate was l... Reactants: NC1=C(C=CC=2CCCCC12)NC=1C=C(C#N)C=CC1 (3-(1-amino-5,6,7,8-tetrahydronaphthalen-2-ylamino)benzonitrile), C(CC(=O)Cl)(=O)Cl (malonyl chloride). The solvent is O1CCCC1 (tetrahydrofuran), O1CCCC1 (tetrahydrofuran). Run at time 30 minute. The product is C(#N)C=1C=C(C=CC1)N1C2=C(NC(CC1=O)=O)C=1CCCCC1C=C2 (5-(3-Cyanophenyl)-8,9,10,11-tetrahydronaphtho[2,1-b][1,4]diazepine-2,4(3H,5H)-dione). The yield is 35.4%. Reaction SMILES: [NH2:1][C:2]1[C:11]2[CH2:10][CH2:9][CH2:8][CH2:7][C:6]=2[CH:5]=[CH:4][C:3]=1[NH:12][C:13]1[CH:14]=[C:15]([CH:18]=[CH:19][CH:20]=1)[C:16]#[N:17].[C:21](Cl)(=[O:26])[CH2:22][C:23](Cl)=[O:24]>O1CCCC1>[C:16]([C:15]1[CH:14]=[C:13]([N:12]2[C:23](=[O:24])[CH2:22][C:21](=[O:26])[NH:1][C:2]3[C:11]4[CH2:10][CH2:9][CH2:8][CH2:7][C:6]=4[CH:5]=[CH:4][C:3]2=3)[CH:20]=[CH:19][CH:18]=1)#[N:17]. Procedure: To an anhydrous tetrahydrofuran (30 mL) solution of 3-(1-amino-5,6,7,8-tetrahydronaphthalen-2-ylamino)benzonitrile (747 mg, 2.84 mmol) was added an anhydrous tetrahydrofuran (5 mL) solution of malonyl chloride (276 μL, 2.84 mmol) under cooling in ice-bath. The mixture was stirred for 30 minutes under cooling in ice-bath, and for 2 hours at room temperature. To the mixture was added purified water. The mixture was extracted with ethyl acetate, washed with purified water, and dried over anhydrous ...